Dataset: the Open Reaction Database (ORD), a public repository of structured organic reaction records. Task: describe an organic reaction: reactants, conditions, products, and yield Yields the product O=C1N(C(c2ccccc2)c2ccccc2)c2ccccc2C1(O)c1ccc(OCc2ccccc2)cc1O. As a reaction SMILES: [CH2:1]([c:2]1[cH:3][cH:4][cH:5][cH:6][cH:7]1)[O:8][c:9]1[cH:10][c:11]([OH:15])[cH:12][cH:13][cH:14]1.[CH:17]([Mg+:18])([CH3:19])[CH3:20].[Cl-:16].[Cl:50][CH2:51][Cl:52].[O:45]1[CH2:46][CH2:47][CH2:48][CH2:49]1.[c:21]1([CH:27]([N:28]2[C:29](=[O:38])[C:30](=[O:37])[c:31]3[cH:32][cH:33][cH:34][cH:35][c:36]32)[c:39]2[cH:40][cH:41][cH:42][cH:43][cH:44]2)[cH:22][cH:23][cH:24][cH:25][cH:26]1>>[CH2:1]([c:2]1[cH:3][cH:4][cH:5][cH:6][cH:7]1)[O:8][c:9]1[cH:10][c:11]([OH:15])[c:12]([C:30]2([OH:37])[C:29](=[O:38])[N:28]([CH:27]([c:21]3[cH:22][cH:23][cH:24][cH:25][cH:26]3)[c:39]3[cH:40][cH:41][cH:42][cH:43][cH:44]3)[c:36]3[c:31]2[cH:32][cH:33][cH:34][cH:35]3)[cH:13][cH:14]1. Reactants: Oc1cccc(OCc2ccccc2)c1, CC(C)[Mg+], [Cl-], ClCCl, C1CCOC1, O=C1C(=O)N(C(c2ccccc2)c2ccccc2)c2ccccc21. The reactants are CC(C)O, COc1ccc(N=Nc2n(C)cc[n+]2C)cc1, [O-][Cl+3]([O-])([O-])[O-], Nc1cc[nH]n1. The product is [O-][Cl+3]([O-])([O-])[O-], Cn1cc[n+](C)c1N=Nc1ccc(-n2ccc(N)n2)cc1. As a reaction SMILES: [CH3:29][CH:30]([OH:31])[CH3:32].[CH3:6][O:7][c:8]1[cH:9][cH:10][c:11]([N:14]=[N:15][c:16]2[n+:17]([CH3:22])[cH:18][cH:19][n:20]2[CH3:21])[cH:12][cH:13]1.[Cl+3:1]([O-:2])([O-:3])([O-:4])[O-:5].[NH2:23][c:24]1[n:25][nH:26][cH:27][cH:28]1>>[Cl+3:1]([O-:2])([O-:3])([O-:4])[O-:5].[c:8]1(-[n:26]2[n:25][c:24]([NH2:23])[cH:28][cH:27]2)[cH:9][cH:10][c:11]([N:14]=[N:15][c:16]2[n+:17]([CH3:22])[cH:18][cH:19][n:20]2[CH3:21])[cH:12][cH:13]1. Starting materials: CC(C)(C)OC(=O)N1CCC(=O)CC1, C1CCOC1, CCOC(=O)C=CCP(=O)(OCC)OCC, [Li]CCCC, CCCCCC, O. The product is CCOC(=O)C=CC=C1CCN(C(=O)OC(C)(C)C)CC1. RXN SMILES: [C:33]([CH3:34])([CH3:35])([CH3:36])[O:37][C:38](=[O:39])[N:40]1[CH2:41][CH2:42][C:43](=[O:46])[CH2:44][CH2:45]1.[CH2:12]1[O:13][CH2:14][CH2:15][CH2:16]1.[CH2:17]([O:18][P:19]([O:20][CH2:21][CH3:22])(=[O:23])[CH2:25][CH:26]=[CH:27][C:28](=[O:29])[O:30][CH2:31][CH3:32])[CH3:24].[CH2:7]([Li:8])[CH2:9][CH2:10][CH3:11].[CH3:1][CH2:2][CH2:3][CH2:4][CH2:5][CH3:6].[OH2:47]>>[CH:25]([CH:26]=[CH:27][C:28](=[O:29])[O:30][CH2:31][CH3:32])=[C:43]1[CH2:42][CH2:41][N:40]([C:38]([O:37][C:33]([CH3:34])([CH3:35])[CH3:36])=[O:39])[CH2:45][CH2:44]1. The reactants are C(C)OC=1C=C(C=CC1OC)C(C=1NC(N(N1)C1=NC=CC=N1)=O)NC1=CC=C(C=C1)C1=NOC(=N1)C (5-{(3-ethoxy-4-methoxyphenyl)-[4-(5-methyl-[1,2,4]oxadiazol-3-yl)phenylamino]methyl}-2-pyrimidin-2-yl-2,4-dihydro-[1,2,4]triazol-3-one), O (water), C(C)(=O)O (acetic acid). The reagents and catalysts are [Fe] (iron). Run in CO (methanol). Conditions: temperature 60 celsius, time 14 hour. The product is C(C)(=O)O.C(C)OC=1C=C(C=CC1OC)C(C1=NN(C(N1)=O)C1=NC=CC=N1)NC1=CC=C(C(=N)N)C=C1 (4-{[(3-ethoxy-4-methoxyphenyl)-(5-oxo-1-pyrimidin-2-yl-4,5-dihydro-1H-[1,2,4]triazol-3-yl)methyl]amino}benzamidine acetate). Reaction SMILES: [CH2:1]([O:3][C:4]1[CH:5]=[C:6]([CH:12]([NH:25][C:26]2[CH:31]=[CH:30][C:29]([C:32]3[N:36]=C(C)O[N:33]=3)=[CH:28][CH:27]=2)[C:13]2[NH:14][C:15](=[O:24])[N:16]([C:18]3[N:23]=[CH:22][CH:21]=[CH:20][N:19]=3)[N:17]=2)[CH:7]=[CH:8][C:9]=1[O:10][CH3:11])[CH3:2].O.[C:39]([OH:42])(=[O:41])[CH3:40]>CO.[Fe]>[C:39]([OH:42])(=[O:41])[CH3:40].[CH2:1]([O:3][C:4]1[CH:5]=[C:6]([CH:12]([NH:25][C:26]2[CH:27]=[CH:28][C:29]([C:32]([NH2:36])=[NH:33])=[CH:30][CH:31]=2)[C:13]2[NH:14][C:15](=[O:24])[N:16]([C:18]3[N:19]=[CH:20][CH:21]=[CH:22][N:23]=3)[N:17]=2)[CH:7]=[CH:8][C:9]=1[O:10][CH3:11])[CH3:2] |f:5.6|. Reported procedure: To a solution of 70 mg of 5-{(3-ethoxy-4-methoxyphenyl)-[4-(5-methyl-[1,2,4]oxadiazol-3-yl)phenylamino]methyl}-2-pyrimidin-2-yl-2,4-dihydro-[1,2,4]triazol-3-one in 3 ml of a methanol:water:acetic acid=1:1:1 mixed solvent there was added 70 mg of iron powder, and the mixture was stirred at 60° C. for 14 hours under a nitrogen atmosphere. After filtering the reaction mixture, it was purified by reverse-phase high performance liquid chromatography (acetonitrile-water, 0.1% acetic acid), to give 41 ...